Dataset: the Open Reaction Database (ORD), a public repository of structured organic reaction records. Task: describe an organic reaction: reactants, conditions, products, and yield The reactants are CC(C)(C)OC(=O)N1CCC(O)CC1, C1CCOC1, CCOC(=O)N=NC(=O)OCC, O=C1c2ccccc2C(=O)N1O, c1ccc(P(c2ccccc2)c2ccccc2)cc1. Product: CC(C)(C)OC(=O)N1CCC(ON2C(=O)c3ccccc3C2=O)CC1. RXN SMILES: [C:13](=[O:14])([O:15][C:16]([CH3:17])([CH3:18])[CH3:19])[N:20]1[CH2:21][CH2:22][CH:23]([OH:26])[CH2:24][CH2:25]1.[CH2:58]1[O:59][CH2:60][CH2:61][CH2:62]1.[O:1]=[C:2]([O:3][CH2:4][CH3:5])[N:6]=[N:7][C:8]([O:9][CH2:10][CH3:11])=[O:12].[OH:27][N:28]1[C:29](=[O:38])[c:30]2[c:31]([cH:34][cH:35][cH:36][cH:37]2)[C:32]1=[O:33].[c:39]1([P:40]([c:41]2[cH:42][cH:43][cH:44][cH:45][cH:46]2)[c:47]2[cH:48][cH:49][cH:50][cH:51][cH:52]2)[cH:53][cH:54][cH:55][cH:56][cH:57]1>>[C:13](=[O:14])([O:15][C:16]([CH3:17])([CH3:18])[CH3:19])[N:20]1[CH2:21][CH2:22][CH:23]([O:26][N:28]2[C:29](=[O:38])[c:30]3[c:31]([cH:34][cH:35][cH:36][cH:37]3)[C:32]2=[O:33])[CH2:24][CH2:25]1. The reactants are ClC1=NC=CC(=C1COC1OCCCC1)Cl (2,4-dichloro-3-(tetrahydro-pyran-2-yloxymethyl)-pyridine), CC1=C(C(=NC=C1)C=C)COC1OCCCC1 (4-methyl-3-(tetrahydro-pyran-2-yloxymethyl)-2-vinyl-pyridine), CC1=C(C(=NC=C1)CO)COC1OCCCC1 ([4-methyl-3-(tetrahydro-pyran-2-yloxymethyl)-pyridin-2-yl]-methanol). Reagents/catalysts: [Pd] (Pd). The product is ClC1=C(C(=NC=C1)CO)COC1OCCCC1 ([4-Chloro-3-(tetrahydro-pyran-2-yloxymethyl)-pyridin-2-yl]-methanol). As a reaction SMILES: Cl[C:2]1[C:7]([CH2:8][O:9][CH:10]2[CH2:15][CH2:14][CH2:13][CH2:12][O:11]2)=[C:6]([Cl:16])[CH:5]=[CH:4][N:3]=1.CC1C=CN=C(C=C)C=1[CH2:26][O:27]C1CCCCO1.CC1C=CN=C(CO)C=1COC1CCCCO1>[Pd]>[Cl:16][C:6]1[CH:5]=[CH:4][N:3]=[C:2]([CH2:26][OH:27])[C:7]=1[CH2:8][O:9][CH:10]1[CH2:15][CH2:14][CH2:13][CH2:12][O:11]1. Procedure details: Pd catalyzed vinylation of 2,4-dichloro-3-(tetrahydro-pyran-2-yloxymethyl)-pyridine (1.71 g. 6.52 mmol) according to the synthesis of 4-methyl-3-(tetrahydro-pyran-2-yloxymethyl)-2-vinyl-pyridine subsequent ozonolysis and reduction according to the synthesis of [4-methyl-3-(tetrahydro-pyran-2-yloxymethyl)-pyridin-2-yl]-methanol and flash chromatographic purification yielded the title compound. MS (m/z): 257.8 [M+H+]. The reactants are BrC/C=C/COC[C@@H]1CC[C@H](CC1)CN(S(=O)(=O)C1=CC=C(C=C1)C(F)(F)F)C (trans-N-[4-(4-bromo-(E)-but-2-enyloxymethyl)-cyclohexylmethyl]-N-methyl-4-trifluoromethyl-benzenesulfonamide), C(C=C)NC (N-allyl-methyl-amine). Solvent: CN(C(C)=O)C (N,N-dimethylacetamide). The product is C(C=C)N(C/C=C/COC[C@@H]1CC[C@H](CC1)CN(S(=O)(=O)C1=CC=C(C=C1)C(F)(F)F)C)C (trans-N-{4-[4-(allyl-methyl-amino)-(E)-but-2-enyloxymethyl]-cyclohexylmethyl}-N-methyl-4-trifluoromethyl-benzenesulfonamide). As a reaction SMILES: Br[CH2:2]/[CH:3]=[CH:4]/[CH2:5][O:6][CH2:7][C@H:8]1[CH2:13][CH2:12][C@H:11]([CH2:14][N:15]([CH3:29])[S:16]([C:19]2[CH:24]=[CH:23][C:22]([C:25]([F:28])([F:27])[F:26])=[CH:21][CH:20]=2)(=[O:18])=[O:17])[CH2:10][CH2:9]1.[CH2:30]([NH:33][CH3:34])[CH:31]=[CH2:32]>CN(C)C(=O)C>[CH2:30]([N:33]([CH3:34])[CH2:2]/[CH:3]=[CH:4]/[CH2:5][O:6][CH2:7][C@H:8]1[CH2:13][CH2:12][C@H:11]([CH2:14][N:15]([CH3:29])[S:16]([C:19]2[CH:24]=[CH:23][C:22]([C:25]([F:28])([F:27])[F:26])=[CH:21][CH:20]=2)(=[O:18])=[O:17])[CH2:10][CH2:9]1)[CH:31]=[CH2:32]. Procedure details: In analogy to the method described in example 12.1, trans-N-[4-(4-bromo-(E)-but-2-enyloxymethyl)-cyclohexylmethyl]-N-methyl-4-trifluoromethyl-benzenesulfonamide was reacted with N-allyl-methyl-amine in N,N-dimethylacetamide at room temperature to yield trans-N-{4-[4-(allyl-methyl-amino)-(E)-but-2-enyloxymethyl]-cyclohexylmethyl}-N-methyl-4-trifluoromethyl-benzenesulfonamide as light yellow viscous oil, MS: 489 (MH+). The reactants are C(CCC)[Li] (n-butyllithium), BrC=1C=C(O[Si](C)(C)C(C)(C)C)C=CC1 (3-Bromophenoxy-tert-butyldimethylsilane), [Br-].[Mg+2].[Br-] (magnesium bromide), BrC=1C=C(SC1)C=O (4-bromo-2-thiophenecarboxaldehyde). The solvent is CCCCCC (hexane), O1CCCC1 (tetrahydrofuran), O1CCCC1 (tetrahydrofuran), O1CCCC1 (tetrahydrofuran), CCCCCC (hexane), ClCCl (dichloromethane). Reaction conditions: temperature -78 celsius. Yields the product BrC=1C=C(SC1)C(C1=CC(=CC=C1)O[Si](C)(C)C(C)(C)C)O (α-(4-bromo-2-thienyl)-3-((tert-butyldimethylsilyl)-oxy)benzyl alcohol). Yield: 48.2%. RXN SMILES: Br[C:2]1[CH:3]=[C:4]([CH:13]=[CH:14][CH:15]=1)[O:5][Si:6]([C:9]([CH3:12])([CH3:11])[CH3:10])([CH3:8])[CH3:7].C([Li])CCC.[Br-].[Mg+2].[Br-].[Br:24][C:25]1[CH:26]=[C:27]([CH:30]=[O:31])[S:28][CH:29]=1>O1CCCC1.CCCCCC.ClCCl>[Br:24][C:25]1[CH:26]=[C:27]([CH:30]([OH:31])[C:2]2[CH:15]=[CH:14][CH:13]=[C:4]([O:5][Si:6]([C:9]([CH3:12])([CH3:11])[CH3:10])([CH3:8])[CH3:7])[CH:3]=2)[S:28][CH:29]=1 |f:2.3.4|. Procedure: 3-Bromophenoxy-tert-butyldimethylsilane (30.2 g, 0.105 mol), prepared as in Example 1, was dissolved in 300 mL of dry tetrahydrofuran under nitrogen and cooled to -78° C. A solution of 1.6M n-butyllithium in hexane (66 mL, 0.105 mol) was added dropwise at a rate to maintain a temperature below -65° C. The reaction was stirred for thirty minutes after the addition was complete and the cold solution was transferred to another vessel containing a room temperature solution of magnesium bromide (20.2...